Dataset: the Open Reaction Database (ORD), a public repository of structured organic reaction records. Task: describe an organic reaction: reactants, conditions, products, and yield The reactants are C1(=CC=CC=C1)COC=1C=C(C=O)C=C(C1)OCC1=CC=CC=C1 (3,5-Bis(phenylmethoxy)benzaldehyde), C([O-])(O)=O.[Na+] (sodium bicarbonate), [Br-].C1(=CC=CC=C1)[PH+](C1=CC=CC=C1)C1=CC=CC=C1 ((triphenylphosphonium)bromide), C(CCC)[Li] (butyl lithium). Solvent: C1CCOC1 (THF), C1CCOC1 (THF), C1CCOC1 (THF), O (water), Cl (hydrochloric acid). Run at temperature 0 celsius, time 10 minute. Yields the product C1(=CC=CC=C1)COC=1C=C(C=C(C1)OCC1=CC=CC=C1)C=CCCO (4-[[3,5-Bis(phenylmethoxy)]phenyl]-3-buten-1-ol). RXN SMILES: [Br-].[C:2]1([PH+](C2C=CC=CC=2)C2C=CC=CC=2)[CH:7]=CC=C[CH:3]=1.C([Li])CCC.[C:26]1([CH2:32][O:33][C:34]2[CH:35]=[C:36]([CH:39]=[C:40]([O:42][CH2:43][C:44]3[CH:49]=[CH:48][CH:47]=[CH:46][CH:45]=3)[CH:41]=2)[CH:37]=O)[CH:31]=[CH:30][CH:29]=[CH:28][CH:27]=1.C(=O)(O)[O-:51].[Na+]>C1COCC1.O.Cl>[C:44]1([CH2:43][O:42][C:40]2[CH:39]=[C:36]([CH:37]=[CH:3][CH2:2][CH2:7][OH:51])[CH:35]=[C:34]([O:33][CH2:32][C:26]3[CH:31]=[CH:30][CH:29]=[CH:28][CH:27]=3)[CH:41]=2)[CH:49]=[CH:48][CH:47]=[CH:46][CH:45]=1 |f:0.1,4.5|. Procedure: A stirred suspension of [3-(1-methoxy)-1-methylethoxy)propyl](triphenylphosphonium)bromide (4 g) in dry THF (25 ml) at 0° C. was heated with butyl lithium (5.28 ml) and the mixture stirred at 0° C. for 10 min. 3,5-Bis(phenylmethoxy)benzaldehyde (2.24 g) in dry THF (15 ml) was added and the mixture stirred for a further 45 min at room temperature under nitrogen, diluted with ER (100 ml) and filtered through silica (20 g) twice. The filtrate was evaporated in vacuo to give a yellow oil which was d...